Dataset: the Open Reaction Database (ORD), a public repository of structured organic reaction records. Task: describe an organic reaction: reactants, conditions, products, and yield Reactants: CC(CO)CBr, COC(=O)Cc1cccc(O)c1, Cc1ccccc1, CCCCCC, c1ccc(P(c2ccccc2)c2ccccc2)cc1. The product is COC(=O)Cc1cccc(OCC(C)CBr)c1. Reaction SMILES: [Br:13][CH2:14][CH:15]([CH2:16][OH:17])[CH3:18].[CH3:1][O:2][C:3]([CH2:4][c:5]1[cH:6][c:7]([OH:11])[cH:8][cH:9][cH:10]1)=[O:12].[CH3:38][c:39]1[cH:40][cH:41][cH:42][cH:43][cH:44]1.[CH3:45][CH2:46][CH2:47][CH2:48][CH2:49][CH3:50].[c:19]1([P:20]([c:21]2[cH:22][cH:23][cH:24][cH:25][cH:26]2)[c:27]2[cH:28][cH:29][cH:30][cH:31][cH:32]2)[cH:33][cH:34][cH:35][cH:36][cH:37]1>>[CH3:1][O:2][C:3]([CH2:4][c:5]1[cH:6][c:7]([O:11][CH2:16][CH:15]([CH2:14][Br:13])[CH3:18])[cH:8][cH:9][cH:10]1)=[O:12].